From a dataset of the Open Reaction Database (ORD), a public repository of structured organic reaction records. describe an organic reaction: reactants, conditions, products, and yield The reactants are C(C(=O)O)(=O)O.C1=CC=CC=2C(C3=C(CCC21)C=CC=C3)C(COCC3=CC(=CC(=C3)C(F)(F)F)C(F)(F)F)N (1-(10,11-Dihydro-5H-dibenzo[a,d]cyclohepten-5-yl)-2-(3,5-bistrifluoromethylbenzyloxy)ethyl amine, oxalate salt), N (ammonia). Solvent: CO (methanol). Conditions: time 48 hour. The product is C(C(=O)O)(=O)O.C(N)(=O)CNC(COCC1=CC(=CC(=C1)C(F)(F)F)C(F)(F)F)C1C2=C(CCC3=C1C=CC=C3)C=CC=C2 (N-Carbamoylmethyl-1-(10,11-dihydro-5H-dibenzo[a,d]cyclohepten-5-yl)-2-(3,5-bistrifluoromethylbenzyloxy)ethylamine, oxalate salt). RXN SMILES: [C:1]([OH:6])(=[O:5])[C:2]([OH:4])=[O:3].[CH:7]1[C:17]2[CH2:16][CH2:15][C:14]3[CH:18]=[CH:19][CH:20]=[CH:21][C:13]=3[CH:12]([CH:22]([NH2:40])[CH2:23][O:24][CH2:25][C:26]3[CH:31]=[C:30]([C:32]([F:35])([F:34])[F:33])[CH:29]=[C:28]([C:36]([F:39])([F:38])[F:37])[CH:27]=3)[C:11]=2[CH:10]=[CH:9][CH:8]=1.[NH3:41]>CO>[C:1]([OH:6])(=[O:5])[C:2]([OH:4])=[O:3].[C:1]([CH2:2][NH:40][CH:22]([CH:12]1[C:11]2[CH:10]=[CH:9][CH:8]=[CH:7][C:17]=2[CH2:16][CH2:15][C:14]2[CH:18]=[CH:19][CH:20]=[CH:21][C:13]1=2)[CH2:23][O:24][CH2:25][C:26]1[CH:31]=[C:30]([C:32]([F:34])([F:33])[F:35])[CH:29]=[C:28]([C:36]([F:37])([F:38])[F:39])[CH:27]=1)(=[O:6])[NH2:41] |f:0.1,4.5|. Reported procedure: A solution of the product of Example 6 in 5ml methanol saturated with ammonia was sealed in a reaction vessel and left at 0° C. for 48h. Solvent was removed in vacuo, and the residue dissolved in ethanol. Oxalic acid and water were added to give the title compound. mp 120°-122° C. 1H NMR (360MHz, DMSO-d6) 2.8-3.0 (2H, m), 3.3-3.7 (6H, m), 4.2-4.6 (4H, m), 7.00-7.4 (8H, m), 7.9 (1H, s), 7.95 (2H, s)., Starting materials: FC1=C(C(=CC=C1)O)C1CC(C(N1CC1=CC=C(C=C1)OC(F)(F)F)=O)C (5-(2-fluoro-6-hydroxyphenyl)-3-methyl-1-(4-(trifluoromethoxy)benzyl)pyrrolidin-2-one), BrCCOCC1=CC=CC=C1 (((2-bromoethoxy)methyl)benzene), C([O-])([O-])=O.[K+].[K+] (potassium carbonate), C([O-])([O-])=O.[Cs+].[Cs+] (cesium carbonate). Run in CN(C)C=O (DMF), O (Water). Run at time 17 hour. Yields the product C(C1=CC=CC=C1)OCCOC1=C(C(=CC=C1)F)C1CC(C(N1CC1=CC=C(C=C1)OC(F)(F)F)=O)C (5-(2-(2-(benzyloxy)ethoxy)-6-fluorophenyl)-3-methyl-1-(4-(trifluoromethoxy)benzyl)pyrrolidin-2-one). RXN SMILES: [F:1][C:2]1[CH:7]=[CH:6][CH:5]=[C:4]([OH:8])[C:3]=1[CH:9]1[N:13]([CH2:14][C:15]2[CH:20]=[CH:19][C:18]([O:21][C:22]([F:25])([F:24])[F:23])=[CH:17][CH:16]=2)[C:12](=[O:26])[CH:11]([CH3:27])[CH2:10]1.Br[CH2:29][CH2:30][O:31][CH2:32][C:33]1[CH:38]=[CH:37][CH:36]=[CH:35][CH:34]=1.C(=O)([O-])[O-].[K+].[K+].C(=O)([O-])[O-].[Cs+].[Cs+]>CN(C=O)C.O>[CH2:32]([O:31][CH2:30][CH2:29][O:8][C:4]1[CH:5]=[CH:6][CH:7]=[C:2]([F:1])[C:3]=1[CH:9]1[N:13]([CH2:14][C:15]2[CH:20]=[CH:19][C:18]([O:21][C:22]([F:23])([F:24])[F:25])=[CH:17][CH:16]=2)[C:12](=[O:26])[CH:11]([CH3:27])[CH2:10]1)[C:33]1[CH:38]=[CH:37][CH:36]=[CH:35][CH:34]=1 |f:2.3.4,5.6.7|. Procedure details: A mixture of 5-(2-fluoro-6-hydroxyphenyl)-3-methyl-1-(4-(trifluoromethoxy)benzyl)pyrrolidin-2-one (preparation described in example 413; 50 mg; 0.13 mmol), ((2-bromoethoxy)methyl)benzene (28 mg; 0.13 mmol), potassium carbonate (36 mg; 0.26 mmol), and cesium carbonate (8.5 mg; 0.026 mmol) in anh. DMF (0.7 ml) was stirred at rt, under nitrogen, for 17 h. Water was added, and the separated aq. layer was extracted with Et2O. The mixed organic layers were washed with water, dried over anh. MgSO4, fil... Reported procedure: 4 ml of orthoformic acid triethyl ester and 6 ml of acetic acid are added to 0.84 g of 4-aminobutyric acid ethyl ester hydrochloride and 0.9 g of sodium azide and the whole is heated under reflux for 7 hours. After cooling, the reaction mixture is taken up in ethyl acetate and aqueous sodium bicarbonate solution, the organic phases are separated off and washed four times with aqueous sodium bicarbonate solution. After washing with water and brine, the ethyl acetate phase is dried over sodium sul... The reactants are C(C)OC(OCC)OCC (orthoformic acid triethyl ester), C(C)(=O)O (acetic acid), Cl.C(C)OC(CCCN)=O (4-aminobutyric acid ethyl ester hydrochloride), [N-]=[N+]=[N-].[Na+] (sodium azide). Run in C(C)(=O)OCC (ethyl acetate). RXN SMILES: C(OC(OCC)OCC)C.[C:11](O)(=O)C.Cl.[CH2:16]([O:18][C:19](=[O:24])[CH2:20][CH2:21][CH2:22][NH2:23])[CH3:17].[N-:25]=[N+:26]=[N-:27].[Na+]>C(OCC)(=O)C>[CH2:16]([O:18][C:19](=[O:24])[CH2:20][CH2:21][CH2:22][N:23]1[CH:11]=[N:27][N:26]=[N:25]1)[CH3:17] |f:2.3,4.5|. Product: C(C)OC(CCCN1N=NN=C1)=O (4-(tetrazol-1-yl)-butyric acid ethyl ester).